Dataset: the Open Reaction Database (ORD), a public repository of structured organic reaction records. Task: describe an organic reaction: reactants, conditions, products, and yield RXN SMILES: [CH3:1][n:2]1[n:3][n:4][n:5][c:6]1[S:7][CH2:8][C:9]1([CH3:34])[S:10][CH:11]2[N:12]([CH:13]1[C:14](=[O:15])[O:16][CH2:17][C:18]([Cl:19])([Cl:20])[Cl:21])[C:22](=[O:33])[CH:23]2[NH:24][C:25]([CH2:26][n:27]1[n:28][n:29][n:30][cH:31]1)=[O:32].[CH3:35][C:36](=[O:37])[OH:38].[CH3:39][N:40]([CH3:41])[CH:42]=[O:43].[Zn:44]>>[CH3:1][n:2]1[n:3][n:4][n:5][c:6]1[S:7][CH2:8][C:9]1([CH3:34])[S:10][CH:11]2[N:12]([CH:13]1[C:14](=[O:15])[OH:16])[C:22](=[O:33])[CH:23]2[NH:24][C:25]([CH2:26][n:27]1[n:28][n:29][n:30][cH:31]1)=[O:32]. Starting materials: Cn1nnnc1SCC1(C)SC2C(NC(=O)Cn3cnnn3)C(=O)N2C1C(=O)OCC(Cl)(Cl)Cl, CC(=O)O, CN(C)C=O, [Zn]. Yields the product Cn1nnnc1SCC1(C)SC2C(NC(=O)Cn3cnnn3)C(=O)N2C1C(=O)O. Procedure details: To a solution of a mixture of 2-(5-ethyl-7-methyl-1-tosyl-1H-indole-4-carbonyl)-1-((2-(trimethylsilyl)ethoxy)methyl)-1H-benzo[d]imidazole-5-carbonitrile and 2-(5-ethyl-7-methyl-1-tosyl-1H-indole-4-carbonyl)-1-((2-(trimethylsilyl)ethoxy)methyl)-1H-benzo[d]imidazole-6-carbonitrile (400 mg, 0.653 mmol) and trimethyl(trifluoromethyl)silane (0.204 mL, 1.30 mmol) in THF (1 mL) was added dropwise TBAF in THF (1M, 1.95 mL, 1.95 mmol) at 0° C., and then the mixture was stirred at room temperature for 0.5... Yields the product C(C)C=1C(=C2C=CNC2=C(C1)C)C(C(F)(F)F)(O)C1=NC2=C(N1)C=CC(=C2)C#N ((±)-2-(1-(5-Ethyl-7-methyl-1H-indol-4-yl)-2,2,2-trifluoro-1-hydroxyethyl)-1H-benzo[d]imidazole-5-carbonitrile). As a reaction SMILES: [CH2:1]([C:3]1[CH:11]=[C:10]([CH3:12])[C:9]2[N:8](S(C3C=CC(C)=CC=3)(=O)=O)[CH:7]=[CH:6][C:5]=2[C:4]=1[C:23]([C:25]1[N:29](COCC[Si](C)(C)C)[C:28]2[CH:38]=[CH:39][C:40]([C:42]#[N:43])=[CH:41][C:27]=2[N:26]=1)=[O:24])[CH3:2].C(C1C=C(C)C2N(S(C3C=CC(C)=CC=3)(=O)=O)C=CC=2C=1C(C1N(COCC[Si](C)(C)C)C2C=C(C#N)C=CC=2N=1)=O)C.C[Si](C)(C)[C:89]([F:92])([F:91])[F:90].CCCC[N+](CCCC)(CCCC)CCCC.[F-].C(N)CN>C1COCC1.CCOC(C)=O>[CH2:1]([C:3]1[C:4]([C:23]([C:25]2[NH:29][C:28]3[CH:38]=[CH:39][C:40]([C:42]#[N:43])=[CH:41][C:27]=3[N:26]=2)([OH:24])[C:89]([F:92])([F:91])[F:90])=[C:5]2[C:9](=[C:10]([CH3:12])[CH:11]=1)[NH:8][CH:7]=[CH:6]2)[CH3:2] |f:3.4|. Starting materials: C(CN)N (ethylenediamine), CCCC[N+](CCCC)(CCCC)CCCC.[F-] (TBAF), CCCC[N+](CCCC)(CCCC)CCCC.[F-] (TBAF), C(C)C1=C(C=2C=CN(C2C(=C1)C)S(=O)(=O)C1=CC=C(C)C=C1)C(=O)C1=NC2=C(N1COCC[Si](C)(C)C)C=CC(=C2)C#N (2-(5-ethyl-7-methyl-1-tosyl-1H-indole-4-carbonyl)-1-((2-(trimethylsilyl)ethoxy)methyl)-1H-benzo[d]imidazole-5-carbonitrile), C(C)C1=C(C=2C=CN(C2C(=C1)C)S(=O)(=O)C1=CC=C(C)C=C1)C(=O)C1=NC2=C(N1COCC[Si](C)(C)C)C=C(C=C2)C#N (2-(5-ethyl-7-methyl-1-tosyl-1H-indole-4-carbonyl)-1-((2-(trimethylsilyl)ethoxy)methyl)-1H-benzo[d]imidazole-6-carbonitrile), C[Si](C(F)(F)F)(C)C (trimethyl(trifluoromethyl)silane). Run at time 0.5 hour. The solvent is CCOC(=O)C (EtOAc), C1CCOC1 (THF), C1CCOC1 (THF), C1CCOC1 (THF). Reactants: ClCCl, O=C(Cl)Cc1ccc(F)cc1, NN, [Na+], O=C([O-])O. Product: NNC(=O)Cc1ccc(F)cc1. Reaction SMILES: [Cl:19][CH2:20][Cl:21].[F:3][c:4]1[cH:5][cH:6][c:7]([CH2:10][C:11](=[O:12])[Cl:13])[cH:8][cH:9]1.[NH2:1][NH2:2].[Na+:18].[O-:14][C:15]([OH:16])=[O:17]>>[NH:1]([NH2:2])[C:11]([CH2:10][c:7]1[cH:6][cH:5][c:4]([F:3])[cH:9][cH:8]1)=[O:12]. The reactants are ClC=1C(=C(C=O)C=CC1)F (3-chloro-2-fluorobenzaldehyde), C1(=CC=C(C=C1)S(=O)O)C (p-toluenesulfinic acid), C[Si](C)(C)Cl (TMSCl), C(=O)N (formamide). The solvent is C1(=CC=CC=C1)C (toluene), CC#N (CH3CN). Run at temperature 50 celsius. Product: Intermediate 16.2, ClC=1C(=C(C=CC1)C(NC=O)S(=O)(=O)C1=CC=C(C=C1)C)F (N-[(3-Chloro-2-fluoro-phenyl)-(toluene-4-sulfonyl)-methyl]-formamide). Reaction SMILES: [Cl:1][C:2]1[C:3]([F:10])=[C:4]([CH:7]=[CH:8][CH:9]=1)[CH:5]=O.[C:11]1([CH3:20])[CH:16]=[CH:15][C:14]([S:17]([OH:19])=[O:18])=[CH:13][CH:12]=1.C[Si](Cl)(C)C.[CH:26]([NH2:28])=[O:27]>C1(C)C=CC=CC=1.CC#N>[Cl:1][C:2]1[C:3]([F:10])=[C:4]([CH:5]([S:17]([C:14]2[CH:15]=[CH:16][C:11]([CH3:20])=[CH:12][CH:13]=2)(=[O:19])=[O:18])[NH:28][CH:26]=[O:27])[CH:7]=[CH:8][CH:9]=1. Reported procedure: Intermediate 16.2 is prepared in analogy to a published literature procedure (Chem. Lett. 1988, 9, 1531-1534). A mixture of 3-chloro-2-fluorobenzaldehyde (2.00 g, 12.6 mmol), p-toluenesulfinic acid (2.96 g, 18.9 mmol), TMSCl (1.75 mL, 13.9 mmol) and formamide (1.25 mL, 31.5 mmol) in toluene (7 mL) and CH3CN (7 mL) is heated at 50° C. for 5h. After completion, the reaction mixture is quenched by H2O, EtOAc is added and the organic layer is washed with brine, dried over MgSO4 and evaporated in vac... The reactants are CC(=O)OCC(O)C1=CCC2C3CCC4=CC(=O)C=CC4(C)C3C(O)CC12C, CO, CC(C)=O, C[O-], [Na+]. Yields the product CC12C=CC(=O)C=C1CCC1C2C(O)CC2(C)C(C(O)CO)=CCC12. RXN SMILES: [C:6](=[O:7])([CH3:8])[O:9][CH2:10][CH:11]([C:12]1=[CH:13][CH2:14][CH:15]2[CH:16]3[CH2:17][CH2:18][C:19]4=[CH:20][C:21](=[O:32])[CH:22]=[CH:23][C:24]4([CH3:25])[CH:26]3[CH:27]([OH:31])[CH2:28][C:29]12[CH3:30])[OH:33].[CH3:1][OH:2].[CH3:34][C:35](=[O:36])[CH3:37].[CH3:3][O-:4].[Na+:5]>>[OH:9][CH2:10][CH:11]([C:12]1=[CH:13][CH2:14][CH:15]2[CH:16]3[CH2:17][CH2:18][C:19]4=[CH:20][C:21](=[O:32])[CH:22]=[CH:23][C:24]4([CH3:25])[CH:26]3[CH:27]([OH:31])[CH2:28][C:29]12[CH3:30])[OH:33].